Dataset: the Open Reaction Database (ORD), a public repository of structured organic reaction records. Task: describe an organic reaction: reactants, conditions, products, and yield Yield: 80.0%. Conditions: time 8 hour. The reagents and catalysts are C=1C=CC(=CC1)/C=C/C(=O)/C=C/C2=CC=CC=C2.C=1C=CC(=CC1)/C=C/C(=O)/C=C/C2=CC=CC=C2.C=1C=CC(=CC1)/C=C/C(=O)/C=C/C2=CC=CC=C2.[Pd].[Pd] (Pd2DBA3). Yields the product C(#N)C1=CC=C(C=C1)N(C1=CC=CC=C1)C1=CC(=CC=C1)N1C2=CC=C(C=C2C=2C=C(C=CC12)C1=CC=CC=C1)C1=CC=CC=C1 (4-cyanophenyl,3-(3,6-diphenyl-9-carbazolyl)phenylaniline). Reported procedure: 9.0 g of carbazole from step (2b) above and 2.23 g 4-aminobenzonitrile were mixed in 60 mL toluene in nitrogen filled glove box. 0.4 g Pd2DBA3 and 0.18 g tri-t-butylphosphine were added followed quickly by 1.81 g t-BuONa. The mixture was heated briefly to reflux then held at 80° C. overnight in the glove box with vigorous stirring. After cooling the reaction was chromatographed on silica using a gradient of DCM:hexanes (1:4 to 4:1) to elute the product which upon concentration and addition of he... Run in C1(=CC=CC=C1)C (toluene). The reactants are C(C)(C)(C)O[Na] (t-BuONa), C(C)(C)(C)P(C(C)(C)C)C(C)(C)C (tri-t-butylphosphine), C1(=CC=CC=C1)C=1C=CC=2N(C3=CC=C(C=C3C2C1)C1=CC=CC=C1)C=1C=C(C=CC1)Br (3-(3,6-diphenyl-9-carbazolyl)-bromobenzene), NC1=CC=C(C#N)C=C1 (4-aminobenzonitrile). RXN SMILES: C1([C:7]2[CH:8]=[CH:9][C:10]3[N:11]([C:26]4[CH:27]=[C:28](Br)[CH:29]=[CH:30][CH:31]=4)[C:12]4[C:17]([C:18]=3[CH:19]=2)=[CH:16][C:15]([C:20]2[CH:25]=[CH:24][CH:23]=[CH:22][CH:21]=2)=[CH:14][CH:13]=4)C=CC=CC=1.[NH2:33][C:34]1[CH:41]=[CH:40][C:37]([C:38]#[N:39])=[CH:36][CH:35]=1.C(P([C:51]([CH3:54])([CH3:53])C)C(C)(C)C)(C)(C)C.[C:55](O[Na])([CH3:58])([CH3:57])C>C1(C)C=CC=CC=1.C1C=CC(/C=C/C(/C=C/C2C=CC=CC=2)=O)=CC=1.C1C=CC(/C=C/C(/C=C/C2C=CC=CC=2)=O)=CC=1.C1C=CC(/C=C/C(/C=C/C2C=CC=CC=2)=O)=CC=1.[Pd].[Pd]>[C:38]([C:37]1[CH:40]=[CH:41][C:34]([N:33]([C:8]2[CH:7]=[CH:19][CH:18]=[C:10]([N:11]3[C:12]4[CH:13]=[CH:14][C:15]([C:20]5[CH:25]=[CH:24][CH:23]=[CH:22][CH:21]=5)=[CH:16][C:17]=4[C:27]4[C:26]3=[CH:31][CH:30]=[C:29]([C:53]3[CH:51]=[CH:54][CH:18]=[CH:10][CH:9]=3)[CH:28]=4)[CH:9]=2)[C:57]2[CH:55]=[CH:58][CH:8]=[CH:7][CH:19]=2)=[CH:35][CH:36]=1)#[N:39] |f:5.6.7.8.9|. Reactants: COC([C@H](CC1CCCCC1)N)=O ((S)-2-amino-3-cyclohexyl-propionic acid methyl ester), C(C)(C)N(C(C)C)CC (N,N-diisopropylethylamine), ice water, C(C)OC(\C=C(/CBr)\OC1=CC=CC=C1)=O ((E)-4-bromo-3-phenoxy-but-2-enoic acid ethyl ester). Run in CN(C=O)C (N,N-dimethylformamide). Conditions: time 5 minute. The product is COC([C@H](CC1CCCCC1)N1C(C=C(C1)OC1=CC=CC=C1)=O)=O ((S)-3-cyclohexyl-2-(2-oxo-4-phenoxy-2,5-dihydro-pyrrol-1-yl)-propionic acid methyl ester). Yield: 37.9%. Reaction SMILES: [CH3:1][O:2][C:3](=[O:13])[C@@H:4]([NH2:12])[CH2:5][CH:6]1[CH2:11][CH2:10][CH2:9][CH2:8][CH2:7]1.C(N(CC)C(C)C)(C)C.C([O:25][C:26](=O)/[CH:27]=[C:28](/[O:31][C:32]1[CH:37]=[CH:36][CH:35]=[CH:34][CH:33]=1)\[CH2:29]Br)C>CN(C)C=O>[CH3:1][O:2][C:3](=[O:13])[C@@H:4]([N:12]1[CH2:29][C:28]([O:31][C:32]2[CH:37]=[CH:36][CH:35]=[CH:34][CH:33]=2)=[CH:27][C:26]1=[O:25])[CH2:5][CH:6]1[CH2:11][CH2:10][CH2:9][CH2:8][CH2:7]1. Reported procedure: To a stirred solution of (S)-2-amino-3-cyclohexyl-propionic acid methyl ester (962 mg, 0.005 mol) in N,N-dimethylformamide (10 mL) was added N,N-diisopropylethylamine (3.3 g, 0.026 mol) slowly at room temperature, under nitrogen. The resulting mixture was stirred for 5 min and then treated with (E)-4-bromo-3-phenoxy-but-2-enoic acid ethyl ester (1.5 g, 0.005 mol) and the reaction mixture was heated at 110° C.-120° C. for 16 h. After this time, ice water was added and the resulting mixture was ex... Starting materials: N1C(=O)NC(=O)C1 (hydantoin), 6-chloro-4H-indeno[1,2-b]thiophen 4,4'-imidazolidine, N1C(NC2(C1=O)C1=CC=CC=C1C=1SC=CC12)=O (spiro-(4H-indeno[1,2-b]thiophen-4,4'-imidazolidine)-2',5'-dione). The product is S1C2=C(C=C1)CC1=CC=CC=C12 (4H-indeno[1,2-b]thiophene). Reaction SMILES: N1CC(=O)NC1=O.N1C(=O)[C:11]2([C:24]3[CH:23]=[CH:22][S:21][C:20]=3[C:19]3[C:14]2=[CH:15][CH:16]=[CH:17][CH:18]=3)NC1=O>>[S:21]1[CH:22]=[CH:23][C:24]2[CH2:11][C:14]3[C:19]([C:20]1=2)=[CH:18][CH:17]=[CH:16][CH:15]=3. Reported procedure: Synthesis substrates 4H-indeno[1,2-b]thiophen-4-one and 4H-indeno [1,2-b]thiophene can be prepared according to a general process of MacDowell and Jefferies, J. Org. Chem., 35, 871 (1970). In this process the 4-one substrate is prepared by the Ullmann coupling of ortho-iodo or ortho-bromo, di, tri and tetrasubstituted benzoic acid lower alkyl esters, such as 3-fluoro-2-iodo-benzoic acid ethyl or methyl ester (Chem. Abst.; 27:1339/G) or 2-bromo-4-fluoro-benzoic acid methyl ester (Chem. Abst. 99(1...